From a dataset of the Open Reaction Database (ORD), a public repository of structured organic reaction records. describe an organic reaction: reactants, conditions, products, and yield The reactants are [BH4-].[Na+] (Sodium borohydride), C(C)(C)O (isopropanol), COS(=O)(=O)[O-].C[N+]=1N(C(=CC1C1=CC=CC=C1)C1=CC=CC=C1)C (1,2-dimethyl-3,5-diphenylpyrazolium methyl sulfate), [BH4-].[Na+] (sodium borohydride). Run at time 3 day. The solvent is O (water). As a reaction SMILES: [BH4-].[Na+].C(O)(C)C.COS([O-])(=O)=O.[CH3:13][N+:14]1[N:15]([CH3:31])[C:16]([C:25]2[CH:30]=[CH:29][CH:28]=[CH:27][CH:26]=2)=[CH:17][C:18]=1[C:19]1[CH:24]=[CH:23][CH:22]=[CH:21][CH:20]=1>O>[CH3:31][N:15]1[CH:16]([C:25]2[CH:30]=[CH:29][CH:28]=[CH:27][CH:26]=2)[CH2:17][CH:18]([C:19]2[CH:24]=[CH:23][CH:22]=[CH:21][CH:20]=2)[N:14]1[CH3:13] |f:0.1,3.4|. Reported procedure: Sodium borohydride (19 g, 0.5 mole) is added portionwise to an isopropanol (1 liter) solution of 1,2-dimethyl-3,5-diphenylpyrazolium methyl sulfate (40.1 g, 0.25 mole). The reaction is allowed to stir at room temperature for 3 days; then additional sodium borohydride (9 g, 0.25 mole) is added, and the reaction is heated to reflux with stirring and maintained there for 7 hours. The reaction mixture is cooled to room temperature and water (100 ml) is added over a 11/2-hour period. After stirring f... Yields the product CN1N(C(CC1C1=CC=CC=C1)C1=CC=CC=C1)C (1,2-Dimethyl-3,5-diphenylpyrazolidine). The reactants are BrC1=NC=C(C=C1N(S(=O)(=O)C1=CC(=C(C=C1)Cl)C(F)(F)F)COC)Cl (N-(2-bromo-5-chloro-pyridin-3-yl)-4-chloro-N-methoxymethyl-3-trifluoromethyl benzenesulfonamide), ClC1=C(C(=O)N(C)OC)C=CC=C1C(=O)N(C)OC (2-chloro-N,N′-dimethoxy-N,N′-dimethyl-isophthalamide), solution, Cl (HCl), O1CCOCC1 (dioxane), C(=O)=O.CC#N (dry ice MeCN), solution, C(C)(C)[Mg]Cl (i-PrMgCl), [NH4+].[Cl-] (NH4Cl). Run in O (H2O), C1CCOC1 (THF), CCOC(=O)C (EtOAc), C1CCOC1 (THF). Conditions: temperature 0 celsius, time 5 minute. Yields the product ClC1=C(C(=O)O)C=CC=C1C(=O)C1=NC=C(C=C1NS(=O)(=O)C1=CC(=C(C=C1)Cl)C(F)(F)F)Cl (2-Chloro-3-[5-chloro-3-(4-chloro-3-trifluoromethyl benzenesulfonylamino)-pyridine-2-carbonyl]benzoic acid). The yield is 12.0%. RXN SMILES: Br[C:2]1[C:7]([N:8](COC)[S:9]([C:12]2[CH:17]=[CH:16][C:15]([Cl:18])=[C:14]([C:19]([F:22])([F:21])[F:20])[CH:13]=2)(=[O:11])=[O:10])=[CH:6][C:5]([Cl:26])=[CH:4][N:3]=1.[C:27](=[O:29])=[O:28].CC#N.C([Mg]Cl)(C)C.[Cl:38][C:39]1[C:50](C(N(OC)C)=O)=[CH:49][CH:48]=[CH:47][C:40]=1[C:41](N(OC)C)=[O:42].[NH4+].[Cl-].Cl.O1CCOCC1>O.CCOC(C)=O.C1COCC1>[Cl:38][C:39]1[C:40]([C:41]([C:2]2[C:7]([NH:8][S:9]([C:12]3[CH:17]=[CH:16][C:15]([Cl:18])=[C:14]([C:19]([F:20])([F:22])[F:21])[CH:13]=3)(=[O:10])=[O:11])=[CH:6][C:5]([Cl:26])=[CH:4][N:3]=2)=[O:42])=[CH:47][CH:48]=[CH:49][C:50]=1[C:27]([OH:29])=[O:28] |f:1.2,5.6|. Procedure details: To an oven-dried vial containing N-(2-bromo-5-chloro-pyridin-3-yl)-4-chloro-N-methoxymethyl-3-trifluoromethyl benzenesulfonamide (316 mg, 0.64 mmol) was added anhydrous THF (2 mL) under positive nitrogen pressure. The vial was cooled to −40° C. (dry ice-MeCN) and a 2.0 M solution of i-PrMgCl in THF (0.80 mL, 1.6 mmol) was added. After 5 min, the solution was warmed to 0° C. After a further 30 min, 2-chloro-N,N′-dimethoxy-N,N′-dimethyl-isophthalamide (320 mg, 1.11 mmol) was added, and the reactio... The reactants are CC1(C(CCC1(C)C)(C)C)O (1,2,2,5,5-pentamethylcyclopentanol), S(=O)(Cl)Cl (thionyl chloride). The solvent is N1=CC=CC=C1 (pyridine). Reaction conditions: time 8 hour. Product: C=C1C(CCC1(C)C)(C)C (1-methylene-2,2,5,5-tetramethylcyclopentane). Isolated yield 40.7%. RXN SMILES: [CH3:1][C:2]1(O)[C:6]([CH3:8])([CH3:7])[CH2:5][CH2:4][C:3]1([CH3:10])[CH3:9].S(Cl)(Cl)=O>N1C=CC=CC=1>[CH2:1]=[C:2]1[C:6]([CH3:8])([CH3:7])[CH2:5][CH2:4][C:3]1([CH3:10])[CH3:9]. Procedure: 30 g of 1,2,2,5,5-pentamethylcyclopentanol was dissolved in 150 ml of pyridine, and 20 ml of thionyl chloride was added dropwise thereto with ice cooling. The reaction mixture was stirred overnight and subjected to filtration. Ether and water were added to the filtrate, and the resulting layers were separated. The organic layer was washed twice with 200 ml of water, and then dried over anhydrous sodium sulfate. The solvent was distilled away under reduced pressure, whereby 10.8 g of 1-methylene-... The reactants are COC(=O)C1=NC=C(N=C1)OC1=C(C=CC=C1)F (5-(2-Fluoro-phenoxy)-pyrazine-2-carboxylic acid methyl ester), [OH-].[K+] (KOH). Solvent: C(C)O (ethanol). Reaction conditions: time 18 hour. The product is FC1=C(OC=2N=CC(=NC2)C(=O)O)C=CC=C1 (5-(2-Fluoro-phenoxy)-pyrazine-2-carboxylic acid). Isolated yield 51.8%. As a reaction SMILES: C[O:2][C:3]([C:5]1[CH:10]=[N:9][C:8]([O:11][C:12]2[CH:17]=[CH:16][CH:15]=[CH:14][C:13]=2[F:18])=[CH:7][N:6]=1)=[O:4].[OH-].[K+]>C(O)C>[F:18][C:13]1[CH:14]=[CH:15][CH:16]=[CH:17][C:12]=1[O:11][C:8]1[N:9]=[CH:10][C:5]([C:3]([OH:4])=[O:2])=[N:6][CH:7]=1 |f:1.2|. Reported procedure: 5-(2-Fluoro-phenoxy)-pyrazine-2-carboxylic acid methyl ester (Preparation 44, 57.9 g, 233 mmol) was added to a solution of KOH (15 g, 267 mmol) in 78% ethanol (330 mL). The solution was stirred at room temperature for 18 hours, and the formed precipitate was collected by filtration. The resulting solid was dissolved in water (200 mL), and the solution was acidified with aqueous hydrochloric acid. The formed precipitate was collected by filtration, dried and recrystallised from 41% ethanol (265 m... The reactants are C1(=CC=CC=C1)C=1C=C(CNC(OC)=O)C=CC1 (methyl N-(3-phenylbenzyl)carbamate), [H-].[Na+] (sodium hydride), O (water), COCBr (methoxymethyl bromide). Solvent: O1CCCC1 (tetrahydrofuran). Conditions: time 8 hour. Yields the product COCN(C(OC)=O)CC1=CC(=CC=C1)C1=CC=CC=C1 (methyl N-methoxymethyl-N-(3-phenylbenzyl)carbamate). The yield is 76.1%. Reaction SMILES: [C:1]1([C:7]2[CH:8]=[C:9]([CH:16]=[CH:17][CH:18]=2)[CH2:10][NH:11][C:12](=[O:15])[O:13][CH3:14])[CH:6]=[CH:5][CH:4]=[CH:3][CH:2]=1.[H-].[Na+].[CH3:21][O:22][CH2:23]Br.O>O1CCCC1>[CH3:21][O:22][CH2:23][N:11]([CH2:10][C:9]1[CH:16]=[CH:17][CH:18]=[C:7]([C:1]2[CH:2]=[CH:3][CH:4]=[CH:5][CH:6]=2)[CH:8]=1)[C:12](=[O:15])[O:13][CH3:14] |f:1.2|. Procedure details: 1.00 g of methyl N-(3-phenylbenzyl)carbamate in tetrahydrofuran (20 ml) was stirred together with 0.22 g of 60% sodium hydride at room temperature for 30 minutes. 0.78 g of methoxymethyl bromide was added dropwise at room temperature, and the resulting solution was stirred overnight. After the reaction, the reaction solution was poured into water and extracted with ethyl acetate, and the organic layer was separated, dried over anhydrous magnesium sulfate and evaporated under reduced pressure for... Starting materials: C(=O)C1=C(C=2NC=C(C(C2S1)=O)C(=O)OCC)C (ethyl 2-formyl-3-methyl-7-oxo-4,7-dihydrothieno[3,2-b]pyridine-6-carboxylate), C([O-])([O-])=O.[K+].[K+] (potassium carbonate), CI (methyl iodide). The solvent is CN(C)C=O (DMF), O (water). Reaction conditions: temperature 50 celsius, time 24 hour. The product is C(=O)C1=C(C=2N(C=C(C(C2S1)=O)C(=O)OCC)C)C (Ethyl 2-formyl-3,4-dimethyl-7-oxo-4,7-dihydrothieno[3,2-b]pyridine-6-carboxylate). Yield: 68.6%. As a reaction SMILES: [CH:1]([C:3]1[S:11][C:10]2[C:9](=[O:12])[C:8]([C:13]([O:15][CH2:16][CH3:17])=[O:14])=[CH:7][NH:6][C:5]=2[C:4]=1[CH3:18])=[O:2].[C:19](=O)([O-])[O-].[K+].[K+].CI>CN(C=O)C.O>[CH:1]([C:3]1[S:11][C:10]2[C:9](=[O:12])[C:8]([C:13]([O:15][CH2:16][CH3:17])=[O:14])=[CH:7][N:6]([CH3:19])[C:5]=2[C:4]=1[CH3:18])=[O:2] |f:1.2.3|. Reported procedure: A mixture of ethyl 2-formyl-3-methyl-7-oxo-4,7-dihydrothieno[3,2-b]pyridine-6-carboxylate (1.06 g, 3.99 mmol), potassium carbonate (826 mg, 5.98 mmol) and methyl iodide (1.24 mL, 19.9 mmol) in DMF (30 mL) was stirred at 50° C. for 24 hours. The mixture was diluted with water (60 mL), stirred with ice bath cooling for 5 minutes, and then filtered. The collected solid was washed with water and dried in vacuo, leaving a pale tan solid (764 mg, 69%).